From a dataset of the Open Reaction Database (ORD), a public repository of structured organic reaction records. describe an organic reaction: reactants, conditions, products, and yield The reactants are O=C([O-])O, CO, COC(=O)C(N)CS, O=Cc1ccccc1, Cl, [Na+]. Product: COC(=O)C1CSC(c2ccccc2)N1. As a reaction SMILES: [C:10](=[O:11])([O-:12])[OH:13].[CH3:23][OH:24].[CH3:2][O:3][C:4]([CH:5]([NH2:6])[CH2:7][SH:8])=[O:9].[CH:15](=[O:16])[c:17]1[cH:18][cH:19][cH:20][cH:21][cH:22]1.[ClH:1].[Na+:14]>>[CH3:2][O:3][C:4]([CH:5]1[NH:6][CH:15]([c:17]2[cH:18][cH:19][cH:20][cH:21][cH:22]2)[S:8][CH2:7]1)=[O:9]. Reactants: ClCCl, Cc1nc2c(c(=O)[nH]1)-c1ccc(Cl)cc1C(c1ccccc1)=NC2, O=P(Cl)(Cl)Cl. The product is Cc1nc(Cl)c2c(n1)CN=C(c1ccccc1)c1cc(Cl)ccc1-2. Reaction SMILES: [CH2:30]([Cl:31])[Cl:32].[Cl:1][c:2]1[cH:3][c:4]2[c:5]([cH:23][cH:24]1)-[c:6]1[c:7]([n:17][c:18]([CH3:22])[nH:19][c:20]1=[O:21])[CH2:8][N:9]=[C:10]2[c:11]1[cH:12][cH:13][cH:14][cH:15][cH:16]1.[P:25]([Cl:26])([Cl:27])([Cl:28])=[O:29]>>[Cl:1][c:2]1[cH:3][c:4]2[c:5]([cH:23][cH:24]1)-[c:6]1[c:7]([n:17][c:18]([CH3:22])[n:19][c:20]1[Cl:27])[CH2:8][N:9]=[C:10]2[c:11]1[cH:12][cH:13][cH:14][cH:15][cH:16]1. Reactants: aqueous solution, C([O-])([O-])=O.[Na+].[Na+] (sodium carbonate), BrC=1C=C(C=CC1)C1=CC2=C(C3=CC=CC=C3C(=C2C=C1)C1=CC=CC=C1)C1=CC=CC=C1 (2-(3-bromophenyl)-9,10-diphenylanthracene), C1=C(C=CC=2OC3=C(C21)C=CC=C3)B(O)O (dibenzofuran-2-boronic acid), C1(=C(C=CC=C1)P(C1=C(C=CC=C1)C)C1=C(C=CC=C1)C)C (tri(ortho-tolyl)phosphine). Reagents/catalysts: C(C)(=O)[O-].[Pd+2].C(C)(=O)[O-] (palladium(II) acetate). Run in C(C)O (ethanol), C1(=CC=CC=C1)C (toluene), CCCCCC (hexane), C1(=CC=CC=C1)C (toluene). Yields the product C1(=CC=CC=C1)C=1C2=CC=CC=C2C(=C2C=CC(=CC12)C=1C=C(C=CC1)C1=CC2=C(OC3=C2C=CC=C3)C=C1)C1=CC=CC=C1 (2-[3-(9,10-diphenyl-2-anthryl)phenyl]dibenzofuran). The yield is 29.1%. As a reaction SMILES: Br[C:2]1[CH:3]=[C:4]([C:8]2[CH:21]=[CH:20][C:19]3[C:10](=[C:11]([C:28]4[CH:33]=[CH:32][CH:31]=[CH:30][CH:29]=4)[C:12]4[C:17]([C:18]=3[C:22]3[CH:27]=[CH:26][CH:25]=[CH:24][CH:23]=3)=[CH:16][CH:15]=[CH:14][CH:13]=4)[CH:9]=2)[CH:5]=[CH:6][CH:7]=1.[CH:34]1[C:42]2[C:41]3[CH:43]=[CH:44][CH:45]=[CH:46][C:40]=3[O:39][C:38]=2[CH:37]=[CH:36][C:35]=1B(O)O.C1(C)C=CC=CC=1P(C1C=CC=CC=1C)C1C=CC=CC=1C.C(=O)([O-])[O-].[Na+].[Na+]>C([O-])(=O)C.[Pd+2].C([O-])(=O)C.C1(C)C=CC=CC=1.CCCCCC.C(O)C>[C:28]1([C:11]2[C:12]3[C:17]([C:18]([C:22]4[CH:23]=[CH:24][CH:25]=[CH:26][CH:27]=4)=[C:19]4[C:10]=2[CH:9]=[C:8]([C:4]2[CH:5]=[C:6]([C:35]5[CH:36]=[CH:37][C:38]6[O:39][C:40]7[CH:46]=[CH:45][CH:44]=[CH:43][C:41]=7[C:42]=6[CH:34]=5)[CH:7]=[CH:2][CH:3]=2)[CH:21]=[CH:20]4)=[CH:16][CH:15]=[CH:14][CH:13]=3)[CH:33]=[CH:32][CH:31]=[CH:30][CH:29]=1 |f:3.4.5,6.7.8|. Reported procedure: In a 50 mL three-neck flask were put 1.2 g (2.4 mmol) of 2-(3-bromophenyl)-9,10-diphenylanthracene, 0.52 g (2.4 mmol) of dibenzofuran-2-boronic acid, and 0.18 g (0.60 mmol) of tri(ortho-tolyl)phosphine. The air in the flask was replaced with nitrogen. To this mixture were added 10 mL of toluene, 3.0 mL of ethanol, and 3.0 mL of an aqueous solution of sodium carbonate (2.0 mol/L). While the pressure was reduced, this mixture was stirred to be degassed. To this mixture was added 27 mg (0.12 mmol) ... Starting materials: CC=1C=C(C(=NC1C)NC)NC(OC1=CC=CC=C1)=O (Phenyl N-(5,6-dimethyl-2-methylaminopyridin-3-yl)carbamate), CC=1C=C(C=C(C1)C)N1CCNCC1 (1-(3,5-dimethylphenyl)piperazine). Yields the product CC=1C=C(C(=NC1C)NC)NC(=O)N1CCN(CC1)C1=CC(=CC(=C1)C)C (1-[(5,6-Dimethyl-2-methylaminopyridin-3-yl)aminocarbonyl]-4-(3,5-dimethylphenyl)piperazine). Isolated yield 52.0%. As a reaction SMILES: [CH3:1][C:2]1[CH:3]=[C:4]([NH:11][C:12](=[O:20])OC2C=CC=CC=2)[C:5]([NH:9][CH3:10])=[N:6][C:7]=1[CH3:8].[CH3:21][C:22]1[CH:23]=[C:24]([N:29]2[CH2:34][CH2:33][NH:32][CH2:31][CH2:30]2)[CH:25]=[C:26]([CH3:28])[CH:27]=1>>[CH3:1][C:2]1[CH:3]=[C:4]([NH:11][C:12]([N:32]2[CH2:33][CH2:34][N:29]([C:24]3[CH:25]=[C:26]([CH3:28])[CH:27]=[C:22]([CH3:21])[CH:23]=3)[CH2:30][CH2:31]2)=[O:20])[C:5]([NH:9][CH3:10])=[N:6][C:7]=1[CH3:8]. Procedure details: Phenyl N-(5,6-dimethyl-2-methylaminopyridin-3-yl)carbamate and 1-(3,5-dimethylphenyl)piperazine were reacted by the same way with the example 1 to obtain the titled compound. Reactants: C(CC)C=1NC(=C(N1)C#N)C#N (2-propylimidazole-4,5-dicarbonitrile), C(C)OCC (diethyl ether), solution, C(C)(C)(C)[Mg]Cl (t-butylmagnesium chloride). Product: C(CC)C=1NC(=C(N1)C(C(C)(C)C)=O)C#N (2-Propyl-4-pivaloylimidazole-5-carbonitrile). Reaction SMILES: [CH2:1]([C:4]1[NH:5][C:6]([C:11]#N)=[C:7]([C:9]#[N:10])[N:8]=1)[CH2:2][CH3:3].[C:13]([Mg]Cl)([CH3:16])([CH3:15])[CH3:14].C([O:21]CC)C>>[CH2:1]([C:4]1[NH:8][C:7]([C:9]#[N:10])=[C:6]([C:11](=[O:21])[C:13]([CH3:16])([CH3:15])[CH3:14])[N:5]=1)[CH2:2][CH3:3]. Procedure details: Following a procedure similar to that described in Preparation 40, but using 3.2 g of 2-propylimidazole-4,5-dicarbonitrile (prepared as described in Preparation 10) and 33 ml of a 2M solution of t-butylmagnesium chloride in diethyl ether, 2.35 g of the title compound were obtained as crystals, melting at 176°-178° C. The product is O1C(=CC=C1)C=1N=C(SC1C(C(C)(C)C)=O)NC(=O)C1=CC=NC=C1 (N-[4-(2-Furyl)-5-pivaloylthiazol-2-yl]pyridine-4-carboxamide). RXN SMILES: [C:1]([C:5]([C:7]1[S:11][C:10]([NH2:12])=[N:9][C:8]=1[C:13]1[O:14][CH:15]=[CH:16][CH:17]=1)=[O:6])([CH3:4])([CH3:3])[CH3:2].[C:18](O)(=[O:25])[C:19]1[CH:24]=[CH:23][N:22]=[CH:21][CH:20]=1.CCN=C=NCCCN(C)C.Cl.O.ON1C2C=CC=CC=2N=N1>CN(C=O)C>[O:14]1[CH:15]=[CH:16][CH:17]=[C:13]1[C:8]1[N:9]=[C:10]([NH:12][C:18]([C:19]2[CH:24]=[CH:23][N:22]=[CH:21][CH:20]=2)=[O:25])[S:11][C:7]=1[C:5](=[O:6])[C:1]([CH3:4])([CH3:2])[CH3:3] |f:2.3,4.5|. Solvent: CN(C)C=O (DMF). Procedure: Compound 399 (102 mg, 0.408 mmol) was dissolved in DMF (5 mL), and isonicotinic acid (199 mg, 1.63 mmol), EDC hydrochloride (309 mg, 1.61 mmol) and 1-hydroxybenzotriazole monohydrate (245 mg, 1.60 mmol) were added thereto, followed by stirring at 60° C. for 1.5 hours. The reaction mixture was concentrated under reduced pressure, and a saturated aqueous solution of sodium hydrogencarbonate was added to the resulting residue, followed by extraction with ethyl acetate. The organic layer was washed ... Reactants: C(C1=CC=NC=C1)(=O)O (isonicotinic acid), CCN=C=NCCCN(C)C.Cl (EDC hydrochloride), O.ON1N=NC2=C1C=CC=C2 (1-hydroxybenzotriazole monohydrate), C(C)(C)(C)C(=O)C1=C(N=C(S1)N)C=1OC=CC1 (2-Amino-4-(2-furyl)thiazol-5-yl tert-butyl ketone). Isolated yield 79.3%. Conditions: temperature 60 celsius, time 1.5 hour. Procedure: 4-(3-Dimethylamino-2-methoxymethyl-acryloyl)-1H-pyrrole-2-carboxylic acid (2-hydroxy-1-(S)-phenyl-ethyl)-amide (0.27 mmol) was combined with phenyl guanidine (73 mg) in N,N-dimethylacetamide (2 mL) and the resulting suspension was heated at 90° C. for 35 hours. The reaction mixture was diluted with ethyl acetate, washed with saturated NaHCO3 and brine, dried over MgSO4 and concentrated in vacuo. The crude product was purified by prep HPLC (Gilson: Column=CombiHT SB-C189 5 μM, 21.2 mm×100 mm, elu... Yields the product OC[C@H](C1=CC=CC=C1)NC(=O)C=1NC=C(C1)C1=NC(=NC=C1COC)NC1=CC=CC=C1 (4-(5-Methoxymethyl-2-phenylamino-pyrimidin-4-yl)-1H-pyrrole-2-carboxylic acid (2-hydroxy-1-(S)-phenyl-ethyl)-amide). Reaction conditions: temperature 90 celsius. Yield: 2.7%. Reaction SMILES: [OH:1][CH2:2][C@@H:3]([NH:10][C:11]([C:13]1[NH:14][CH:15]=[C:16]([C:18](=O)[C:19]([CH2:24][O:25][CH3:26])=[CH:20]N(C)C)[CH:17]=1)=[O:12])[C:4]1[CH:9]=[CH:8][CH:7]=[CH:6][CH:5]=1.[C:28]1([NH:34][C:35]([NH2:37])=[NH:36])[CH:33]=[CH:32][CH:31]=[CH:30][CH:29]=1>CN(C)C(=O)C.C(OCC)(=O)C>[OH:1][CH2:2][C@@H:3]([NH:10][C:11]([C:13]1[NH:14][CH:15]=[C:16]([C:18]2[C:19]([CH2:24][O:25][CH3:26])=[CH:20][N:37]=[C:35]([NH:34][C:28]3[CH:33]=[CH:32][CH:31]=[CH:30][CH:29]=3)[N:36]=2)[CH:17]=1)=[O:12])[C:4]1[CH:9]=[CH:8][CH:7]=[CH:6][CH:5]=1. The reactants are OC[C@H](C1=CC=CC=C1)NC(=O)C=1NC=C(C1)C(C(=CN(C)C)COC)=O (4-(3-Dimethylamino-2-methoxymethyl-acryloyl)-1H-pyrrole-2-carboxylic acid (2-hydroxy-1-(S)-phenyl-ethyl)-amide), C1(=CC=CC=C1)NC(=N)N (phenyl guanidine). The solvent is C(C)(=O)OCC (ethyl acetate), CN(C(C)=O)C (N,N-dimethylacetamide). The reactants are NC1=NC=CC=C1C=O (2-aminopyridine-3-carboxaldehyde), BrBr (bromine). The solvent is C(C)OCC (diethyl ether). Run at time 30 minute. The product is NC1=C(C=O)C=C(C=N1)Br (2-amino-5-bromonicotinaldehyde). Yield: 88.7%. RXN SMILES: [NH2:1][C:2]1[C:7]([CH:8]=[O:9])=[CH:6][CH:5]=[CH:4][N:3]=1.[Br:10]Br>C(OCC)C>[NH2:1][C:2]1[N:3]=[CH:4][C:5]([Br:10])=[CH:6][C:7]=1[CH:8]=[O:9]. Reported procedure: To a stirred solution of 2-aminopyridine-3-carboxaldehyde (10 g, 81.88 mmol) in dry diethyl ether, bromine (5.45 ml, 106.44 mmol) was added drop-wise. The reaction was stirred at ambient temperature for 30 min. The amber solids were filtered and dissolved in ethyl acetate. The ethyl acetate solution was washed with 1 N NaOH and then brine, dried over anhydrous Na2SO4 and filtered. The solvent was evaporated to afford 2-amino-5-bromonicotinaldehyde (14.6 g, 88% yield). Reactants: C(C)C=1C(=CC2=C(OCO2)C1)CCSCC(=O)O ([{2-(6-ethyl-1,3-benzodioxol-5-yl)ethyl}thio]acetic acid), C(C)NCC (diethylamine). The product is C(C)N(C(CSCCC1=CC2=C(OCO2)C=C1CC)=O)CC (N,N-Diethyl-[{2-(6-ethyl-1,3-benzodioxol-5-yl)ethyl}-thio]acetamide). Isolated yield 87.1%. As a reaction SMILES: [CH2:1]([C:3]1[C:4]([CH2:12][CH2:13][S:14][CH2:15][C:16]([OH:18])=O)=[CH:5][C:6]2[O:10][CH2:9][O:8][C:7]=2[CH:11]=1)[CH3:2].[CH2:19]([NH:21][CH2:22][CH3:23])[CH3:20]>>[CH2:19]([N:21]([CH2:22][CH3:23])[C:16](=[O:18])[CH2:15][S:14][CH2:13][CH2:12][C:4]1[C:3]([CH2:1][CH3:2])=[CH:11][C:7]2[O:8][CH2:9][O:10][C:6]=2[CH:5]=1)[CH3:20]. Procedure details: 2.1 g of the title compound was prepared from 2.0 g of [{2-(6-ethyl-1,3-benzodioxol-5-yl)ethyl}thio]acetic acid by using 2.7 g of diethylamine as a pale yellow oil according to the same procedure as that described in Example 32. The reactants are CNS(=O)(=O)Cl, Cc1ccccc1, COc1ccccc1O. Product: CNS(=O)(=O)Oc1ccccc1OC. As a reaction SMILES: [CH3:10][NH:11][S:12](=[O:13])(=[O:14])[Cl:15].[CH3:16][c:17]1[cH:18][cH:19][cH:20][cH:21][cH:22]1.[CH3:1][O:2][c:3]1[cH:4][cH:5][cH:6][cH:7][c:8]1[OH:9]>>[CH3:1][O:2][c:3]1[cH:4][cH:5][cH:6][cH:7][c:8]1[O:9][S:12]([NH:11][CH3:10])(=[O:13])=[O:14].